This data is from the Open Reaction Database (ORD), a public repository of structured organic reaction records. The task is: describe an organic reaction: reactants, conditions, products, and yield Reactants: O=N[O-], [Na+], COc1cnc(Oc2ccccc2)c(O)n1, O=P(Cl)(Cl)Cl. The product is COc1cnc(Oc2ccccc2)c(Cl)n1. As a reaction SMILES: [N:1]([O-:2])=[O:3].[Na+:4].[OH:5][c:6]1[n:7][c:8]([O:19][CH3:20])[cH:9][n:10][c:11]1[O:12][c:13]1[cH:14][cH:15][cH:16][cH:17][cH:18]1.[P:21]([Cl:22])([Cl:23])([Cl:24])=[O:25]>>[c:6]1([Cl:23])[n:7][c:8]([O:19][CH3:20])[cH:9][n:10][c:11]1[O:12][c:13]1[cH:14][cH:15][cH:16][cH:17][cH:18]1. Reactants: Cn1c(=O)c(Br)nn(CCCC(F)(F)F)c1=O, CCOC(=O)C(C)(C)Oc1ccc(CCN)cc1. The product is CCOC(=O)C(C)(C)Oc1ccc(CCNc2nn(CCCC(F)(F)F)c(=O)n(C)c2=O)cc1. As a reaction SMILES: [Br:1][c:2]1[c:3](=[O:17])[n:4]([CH3:16])[c:5](=[O:15])[n:6]([CH2:8][CH2:9][CH2:10][C:11]([F:12])([F:13])[F:14])[n:7]1.[NH2:18][CH2:19][CH2:20][c:21]1[cH:22][cH:23][c:24]([O:25][C:26]([C:27](=[O:28])[O:29][CH2:30][CH3:31])([CH3:32])[CH3:33])[cH:34][cH:35]1>>[c:2]1([NH:18][CH2:19][CH2:20][c:21]2[cH:22][cH:23][c:24]([O:25][C:26]([C:27](=[O:28])[O:29][CH2:30][CH3:31])([CH3:32])[CH3:33])[cH:34][cH:35]2)[c:3](=[O:17])[n:4]([CH3:16])[c:5](=[O:15])[n:6]([CH2:8][CH2:9][CH2:10][C:11]([F:12])([F:13])[F:14])[n:7]1. The product is [Si](C)(C)(C(C)(C)C)OCCCCC=1C=C(C=CC1)NC(=O)N (N-[3-(4-{[tert-Butyl(dimethyl)silyl]oxy}butyl)phenyl]urea). Reactants: [OH-].[Na+] (NaOH), [Si](C)(C)(C(C)(C)C)OCCCCC=1C=C(N)C=CC1 (3-(4-{[tert-butyl(dimethyl)silyl]oxy}butyl)aniline), ClC(C(=O)N=C=O)(Cl)Cl (trichloroacetyl isocyanate). Conditions: time 10 minute. Solvent: C(Cl)Cl (DCM), C(Cl)Cl (DCM). RXN SMILES: [Si:1]([O:8][CH2:9][CH2:10][CH2:11][CH2:12][C:13]1[CH:14]=[C:15]([CH:17]=[CH:18][CH:19]=1)[NH2:16])([C:4]([CH3:7])([CH3:6])[CH3:5])([CH3:3])[CH3:2].ClC(Cl)(Cl)[C:22]([N:24]=C=O)=[O:23].[OH-].[Na+]>C(Cl)Cl>[Si:1]([O:8][CH2:9][CH2:10][CH2:11][CH2:12][C:13]1[CH:14]=[C:15]([NH:16][C:22]([NH2:24])=[O:23])[CH:17]=[CH:18][CH:19]=1)([C:4]([CH3:7])([CH3:6])[CH3:5])([CH3:3])[CH3:2] |f:2.3|. Reported procedure: A solution of 3-(4-{[tert-butyl(dimethyl)silyl]oxy}butyl)aniline (5.16 g) in dry DCM (50 ml) was treated dropwise with a solution of trichloroacetyl isocyanate (2.36 ml) in dry DCM (6 ml) over 10 min. The reaction mixture was stirred at room temperature for 10 min prior to addition of 2M NaOH (50 ml). The reaction mixture was stirred at 70° C. for 5 h and room temperature for 16 h. The aqueous phase was extracted with DCM and the combined organic layers washed with water and concentrated in vacu... Reactants: C(C)O[C@@H]1[C@H](C[C@@H]2CC[C@H]3[C@@H]4CC[C@H](C(CN5CCOCC5)=O)[C@]4(CC([C@@H]3[C@]2(C1)C)=O)C)O (2β-ethoxy-3α-hydroxy-21-morpholino-5α-pregnane-11,20-dione), solution, C(CC(O)(C(=O)O)CC(=O)O)(=O)O (citric acid). Solvent: C(C)O (ethanol). Conditions: time 8 hour. Yields the product C(CC(O)(C(=O)O)CC(=O)O)(=O)O.C(C)O[C@@H]1[C@H](C[C@@H]2CC[C@H]3[C@@H]4CC[C@H](C(CN5CCOCC5)=O)[C@]4(CC([C@@H]3[C@]2(C1)C)=O)C)O (2β-Ethoxy-3α-hydroxy-21-morpholino-5α-pregnane-11,20-dione Citrate), steroid. Reaction SMILES: [CH2:1]([O:3][C@H:4]1[CH2:29][C@@:28]2([CH3:30])[C@@H:7]([CH2:8][CH2:9][C@@H:10]3[C@@H:27]2[C:26](=[O:31])[CH2:25][C@@:24]2([CH3:32])[C@H:11]3[CH2:12][CH2:13][C@@H:14]2[C:15](=[O:23])[CH2:16][N:17]2[CH2:22][CH2:21][O:20][CH2:19][CH2:18]2)[CH2:6][C@@H:5]1[OH:33])[CH3:2].[C:34]([OH:46])(=[O:45])[CH2:35][C:36]([CH2:41][C:42]([OH:44])=[O:43])([C:38]([OH:40])=[O:39])[OH:37]>C(O)C>[C:34]([OH:46])(=[O:45])[CH2:35][C:36]([CH2:41][C:42]([OH:44])=[O:43])([C:38]([OH:40])=[O:39])[OH:37].[CH2:1]([O:3][C@H:4]1[CH2:29][C@@:28]2([CH3:30])[C@@H:7]([CH2:8][CH2:9][C@@H:10]3[C@@H:27]2[C:26](=[O:31])[CH2:25][C@@:24]2([CH3:32])[C@H:11]3[CH2:12][CH2:13][C@@H:14]2[C:15](=[O:23])[CH2:16][N:17]2[CH2:22][CH2:21][O:20][CH2:19][CH2:18]2)[CH2:6][C@@H:5]1[OH:33])[CH3:2] |f:3.4|. Procedure details: A solution of 2β-ethoxy-3α-hydroxy-21-morpholino-5α-pregnane-11,20-dione (0.093 g, 0.2 mmole) in ethanol (1 ml) was treated with a 0.1M solution of citric acid (2 ml, 0.2 mmole) at room temperature. The clear solution was immediately evaporated to dryness at room temperature and redissolved in distilled water (ca. 5 ml). The aqueous solution was stored at 0° overnight and then filtered. The solid collected was washed with distilled water (ca. 1 ml) and the washings and filtrate combined. The res... RXN SMILES: [C:1]([Si:2]([CH3:3])([CH3:4])[O:6][CH2:7][CH2:8][CH2:9][C:10]([CH3:11])([CH3:12])[N:13]([C:14]([O:15][C:16]([CH3:17])([CH3:18])[CH3:19])=[O:20])[CH3:21])([CH3:5])([CH3:22])[CH3:23].[CH2:25]([N+:26]([CH2:27][CH2:28][CH2:29][CH3:30])([CH2:31][CH2:32][CH2:33][CH3:34])[CH2:35][CH2:36][CH2:37][CH3:38])[CH2:39][CH2:40][CH3:41].[CH2:42]1[O:43][CH2:44][CH2:45][CH2:46]1.[Cl-:47].[F-:24].[NH4+:48]>>[OH:6][CH2:7][CH2:8][CH2:9][C:10]([CH3:11])([CH3:12])[N:13]([C:14]([O:15][C:16]([CH3:17])([CH3:18])[CH3:19])=[O:20])[CH3:21]. Starting materials: CN(C(=O)OC(C)(C)C)C(C)(C)CCCO[Si](C)(C)C(C)(C)C, CCCC[N+](CCCC)(CCCC)CCCC, C1CCOC1, [Cl-], [F-], [NH4+]. Product: CN(C(=O)OC(C)(C)C)C(C)(C)CCCO. Reactants: CC1(C)OCC(CONC(=O)c2sc3cnccc3c2Nc2ccc(I)cc2F)O1, CO, Cl. Yields the product O=C(NOCC(O)CO)c1sc2cnccc2c1Nc1ccc(I)cc1F. As a reaction SMILES: [CH3:1][C:2]1([CH3:30])[O:3][CH2:4][CH:5]([CH2:7][O:8][NH:9][C:10](=[O:11])[c:12]2[c:13]([NH:21][c:22]3[c:23]([F:29])[cH:24][c:25]([I:28])[cH:26][cH:27]3)[c:14]3[c:15]([cH:16][n:17][cH:18][cH:19]3)[s:20]2)[O:6]1.[CH3:32][OH:33].[ClH:31]>>[OH:3][CH2:4][CH:5]([OH:6])[CH2:7][O:8][NH:9][C:10](=[O:11])[c:12]1[c:13]([NH:21][c:22]2[c:23]([F:29])[cH:24][c:25]([I:28])[cH:26][cH:27]2)[c:14]2[c:15]([cH:16][n:17][cH:18][cH:19]2)[s:20]1. Reactants: C(C)(C)(C)C=1C(=NN2C1N=CC=C2)N (3-tert-butylpyrazolo[1,5-a]pyrimidin-2-amine), C1(=CC=CC=C1)CC(=O)O (phenylacetic acid), Cl.CN(CCCN=C=NCC)C (1-(3-dimethylaminopropyl)-3-ethylcarbodiimide HCL). Solvent: N1=CC=CC=C1 (pyridine), CN(C)C=O (DMF). Yields the product C(C)(C)(C)C=1C(=NN2C1N=CC=C2)NC(CC2=CC=CC=C2)=O (N-(3-tert-butylpyrazolo[1,5-a]pyrimidin-2-yl)-2-phenylacetamide). The yield is 72.9%. As a reaction SMILES: [C:1]([C:5]1[C:6]([NH2:14])=[N:7][N:8]2[CH:13]=[CH:12][CH:11]=[N:10][C:9]=12)([CH3:4])([CH3:3])[CH3:2].[C:15]1([CH2:21][C:22](O)=[O:23])[CH:20]=[CH:19][CH:18]=[CH:17][CH:16]=1.Cl.CN(C)CCCN=C=NCC>N1C=CC=CC=1.CN(C=O)C>[C:1]([C:5]1[C:6]([NH:14][C:22](=[O:23])[CH2:21][C:15]2[CH:20]=[CH:19][CH:18]=[CH:17][CH:16]=2)=[N:7][N:8]2[CH:13]=[CH:12][CH:11]=[N:10][C:9]=12)([CH3:4])([CH3:2])[CH3:3] |f:2.3|. Reported procedure: A mixture from Example 105B (103.8 mg, 0.55 mmol), phenylacetic acid (138.6 mg, 1.02 mmol) and 1-(3-dimethylaminopropyl)-3-ethylcarbodiimide HCL (206.7 mg, 1.08 mmol) in pyridine (1.5 mL) and DMF (1.5 mL) was stirred at ambient temperature for 5 hours. The mixture was concentrated. Purification by reverse phase HPLC afforded 123.7 mg (74%) of the title compound. 1H NMR (300 MHz, DMSO-d6) δ ppm 1.39 (s, 9H), 3.63 (s, 2H), 6.99 (dd, J=7.1, 4.1 Hz, 1H), 7.23-7.34 (m, 5H), 8.48 (dd, J=4.1, 1.7 Hz, 1...